Dataset: the Open Reaction Database (ORD), a public repository of structured organic reaction records. Task: describe an organic reaction: reactants, conditions, products, and yield Reactants: CC(=CC[C@@H]1[C@@](O1)(C)[C@H]2[C@@H]([C@@H](CC[C@]23CO3)O)OC)C (Fumagillol), N1CCCC1 (pyrrolidine). Conditions: temperature 50 celsius, time 8 hour. Yields the product O1C(C1CC=C(C)C)(C)C1C(CCC(C1OC)O)(O)CN1CCCC1 (2-(1,2-epoxy-1,5-dimethyl-4-hexenyl)-3-methoxy-1-(pyrrolidin-1-yl)methyl-1,4-cyclohexanediol). As a reaction SMILES: [CH3:1][C:2]([CH3:20])=[CH:3][CH2:4][C@H:5]1[O:7][C@@:6]1([C@@H:9]1[C@:14]2([O:16][CH2:15]2)[CH2:13][CH2:12][C@@H:11]([OH:17])[C@H:10]1[O:18][CH3:19])[CH3:8].[NH:21]1[CH2:25][CH2:24][CH2:23][CH2:22]1>>[O:7]1[CH:5]([CH2:4][CH:3]=[C:2]([CH3:20])[CH3:1])[C:6]1([CH:9]1[CH:10]([O:18][CH3:19])[CH:11]([OH:17])[CH2:12][CH2:13][C:14]1([CH2:15][N:21]1[CH2:25][CH2:24][CH2:23][CH2:22]1)[OH:16])[CH3:8]. Procedure details: Fumagillol (500 mg) was dissolved in pyrrolidine (1 ml), and the solution was stirred at 50° C. overnight. Excess volume of pyrrolidine was distilled off under reduced pressure to leave 2-(1,2-epoxy-1,5-dimethyl-4-hexenyl)-3-methoxy-1-(pyrrolidin-1-yl)methyl-1,4-cyclohexanediol as a crude product. This crude product was dissolved in chloroform (5 ml), to which was added m-chloroperbenzoic acid (458 mg), and the mixture was stirred for 30 minutes. The solvent was distilled off under reduced press...